Dataset: the Open Reaction Database (ORD), a public repository of structured organic reaction records. Task: describe an organic reaction: reactants, conditions, products, and yield Starting materials: CO, CN1CCNCC1CCCCCCCCc1cccc2c1C(=O)NC2=O, NN. As a reaction SMILES: [CH3:29][OH:30].[CH3:3][N:4]1[CH:5]([CH2:10][CH2:11][CH2:12][CH2:13][CH2:14][CH2:15][CH2:16][CH2:17][c:18]2[cH:19][cH:20][cH:21][c:22]3[c:27]2[C:25](=[O:26])[NH:24][C:23]3=[O:28])[CH2:6][NH:7][CH2:8][CH2:9]1.[NH2:1][NH2:2]>>[NH2:1][CH2:17][CH2:16][CH2:15][CH2:14][CH2:13][CH2:12][CH2:11][CH2:10][CH:5]1[N:4]([CH3:3])[CH2:9][CH2:8][NH:7][CH2:6]1. The product is CN1CCNCC1CCCCCCCCN. Starting materials: Cn1nc(CBr)c2c(Cl)ncnc21, O=C([O-])[O-], Cc1ccc(C(=O)Nc2ccc(Cl)cc2)cc1O, [K+], [K+]. Product: Cc1ccc(C(=O)Nc2ccc(Cl)cc2)cc1OCc1nn(C)c2ncnc(Cl)c12. RXN SMILES: [Br:25][CH2:26][c:27]1[n:28][n:29]([CH3:37])[c:30]2[n:31][cH:32][n:33][c:34]([Cl:36])[c:35]12.[C:19](=[O:20])([O-:21])[O-:22].[Cl:1][c:2]1[cH:3][cH:4][c:5]([NH:8][C:9]([c:10]2[cH:11][c:12]([OH:17])[c:13]([CH3:16])[cH:14][cH:15]2)=[O:18])[cH:6][cH:7]1.[K+:23].[K+:24]>>[Cl:1][c:2]1[cH:3][cH:4][c:5]([NH:8][C:9]([c:10]2[cH:11][c:12]([O:17][CH2:26][c:27]3[n:28][n:29]([CH3:37])[c:30]4[n:31][cH:32][n:33][c:34]([Cl:36])[c:35]34)[c:13]([CH3:16])[cH:14][cH:15]2)=[O:18])[cH:6][cH:7]1. Reactants: C(C)N(C1=C(C=CC(=C1)OC)C1CC=2C=CC(=CC2CC1)OC(C(C)(C)C)=O)C(C1=CC=C(C=C1)O)=O (pivalic acid 6-{2-[ethyl(4-hydroxybenzoyl)amino]-4-methoxyphenyl}-5,6,7,8-tetrahydronaphthalen-2-yl ester), C(C)(C)(C)OC(=O)N1CCN(CCC1)C(CCl)=O (4-(2-chloroacetyl)-[1,4]diazepane-1-carboxylic acid tert-butyl ester). Yield: 44.3%. Procedure details: Synthesized from pivalic acid 6-{2-[ethyl(4-hydroxybenzoyl)amino]-4-methoxyphenyl}-5,6,7,8-tetrahydronaphthalen-2-yl ester (20 mg) and 4-(2-chloroacetyl)-[1,4]diazepane-1-carboxylic acid tert-butyl ester (22 mg) according to an analogous synthetic method to Example 404 and purified by LC-MS, the title compound (9.6 mg) was obtained. The product is C(C)N(C1=C(C=CC(=C1)OC)C1CC=2C=CC(=CC2CC1)O)CC1=CC=C(C=C1)OCCN1CCN(CCC1)C (6-{2-{Ethyl{4-[2-(4-methyl-[1,4]diazepan-1-yl)ethoxy]benzyl}amino}-4-methoxyphenyl}-5,6,7,8-tetrahydronaphthalen-2-ol). RXN SMILES: [CH2:1]([N:3]([C:29](=O)[C:30]1[CH:35]=[CH:34][C:33]([OH:36])=[CH:32][CH:31]=1)[C:4]1[CH:9]=[C:8]([O:10][CH3:11])[CH:7]=[CH:6][C:5]=1[CH:12]1[CH2:21][CH2:20][C:19]2[CH:18]=[C:17]([O:22]C(=O)C(C)(C)C)[CH:16]=[CH:15][C:14]=2[CH2:13]1)[CH3:2].C(O[C:43]([N:45]1[CH2:51][CH2:50][CH2:49][N:48]([C:52](=O)[CH2:53]Cl)[CH2:47][CH2:46]1)=O)(C)(C)C>>[CH2:1]([N:3]([CH2:29][C:30]1[CH:35]=[CH:34][C:33]([O:36][CH2:53][CH2:52][N:48]2[CH2:49][CH2:50][CH2:51][N:45]([CH3:43])[CH2:46][CH2:47]2)=[CH:32][CH:31]=1)[C:4]1[CH:9]=[C:8]([O:10][CH3:11])[CH:7]=[CH:6][C:5]=1[CH:12]1[CH2:21][CH2:20][C:19]2[CH:18]=[C:17]([OH:22])[CH:16]=[CH:15][C:14]=2[CH2:13]1)[CH3:2].